This data is from the Open Reaction Database (ORD), a public repository of structured organic reaction records. The task is: describe an organic reaction: reactants, conditions, products, and yield Procedure: To a suspension of 7.78 g (0.33 mole) of magnesium turnings and a crystal of iodine in 800 ml of anhydrous ether under an atmosphere of nitrogen atmosphere was slowly added a solution of 3-bromofluorobenzene in 200 ml of ether. The mixture was stirred for 1.5 hr and 30.6 g (0.103 mole) of ethyl 1-benzenesulfonylisonipecotate was added as a solid. Tetrahydrofuran (300 ml)was added, and the mixture was stirred at room temperature for 12 hr. The mixture was poured into an icy solution of ammonium c... The product is FC=1C=C(C=CC1)C(O)(N1CCCCC1)C1=CC(=CC=C1)F (α,α-Bis(3-fluorophenyl)-1-piperidinemethanol). The yield is 52.9%. Starting materials: [Mg] (magnesium), C1(=CC=CC=C1)S(=O)(=O)N1CCC(C(=O)OCC)CC1 (ethyl 1-benzenesulfonylisonipecotate), II (iodine), BrC=1C=C(C=CC1)F (3-bromofluorobenzene), CCOCC (ether), CCOCC (ether), [Cl-].[NH4+] (ammonium chloride). Reaction conditions: time 1.5 hour. The solvent is O1CCCC1 (Tetrahydrofuran). Reaction SMILES: [Mg].II.Br[C:5]1[CH:6]=[C:7]([F:11])[CH:8]=[CH:9][CH:10]=1.C1(S([N:21]2[CH2:31][CH2:30][CH:24](C(OCC)=O)[CH2:23][CH2:22]2)(=O)=O)C=CC=CC=1.[Cl-].[NH4+].CC[O:36][CH2:37][CH3:38]>O1CCCC1>[F:11][C:7]1[CH:6]=[C:5]([C:37]([C:38]2[CH:10]=[CH:5][CH:6]=[C:7]([F:11])[CH:8]=2)([N:21]2[CH2:22][CH2:23][CH2:24][CH2:30][CH2:31]2)[OH:36])[CH:10]=[CH:9][CH:8]=1 |f:4.5|. Starting materials: CN1C2C(C(CC1CC2)=O)=NO (8-methyl-8-azabicyclo[3.2.1]octane-2,3-dione-2-oxime), C(C)(=O)O.C(C)(=O)OC(C)=O (acetic acid acetic anhydride). The reagents and catalysts are [Ni] (Raney nickel). Reaction conditions: time 5 hour. Product: C(C)(=O)NC1C2CCC(CC1=O)N2C (2-acetamido-8-methyl-8-azabicyclo[3.2.1]octan-3-one). Yield: 49.0%. As a reaction SMILES: [CH3:1][N:2]1[CH:7]2[CH2:8][CH2:9][CH:3]1[C:4](=[N:11]O)[C:5](=[O:10])[CH2:6]2.[C:13](O)(=[O:15])[CH3:14].C(OC(=O)C)(=O)C>[Ni]>[C:13]([NH:11][CH:4]1[C:5](=[O:10])[CH2:6][CH:7]2[N:2]([CH3:1])[CH:3]1[CH2:9][CH2:8]2)(=[O:15])[CH3:14] |f:1.2|. Procedure: A solution of 8-methyl-8-azabicyclo[3.2.1]octane-2,3-dione-2-oxime (0.93 g, 5.5 mmol) in acetic acid/acetic anhydride (4:1, 40 mL) in a Parr bottle was treated with Raney nickel (Aldrich, 1/2 tsp.), then subjected to hydrogenation in a Parr apparatus at 45-50 psi for 5 h The solution was carefully evacuated of hydrogen, filtered through Celite® (wash filter cake carefully with methanol), and the filtrate was concentrated in vacuo. The residue was taken up in toluene and reconcentrated to remove ... Reactants: CCN(CC)CCCBr, Br, O=C([O-])[O-], CN(C)C=O, CC(CCn1nc(N)c2cc(Cl)ccc21)N(C)C, [K+], [K+], O. The product is CCN(CC)CCCNc1nn(CCC(C)N(C)C)c2ccc(Cl)cc12. As a reaction SMILES: [Br:25][CH2:26][CH2:27][CH2:28][N:29]([CH2:30][CH3:31])[CH2:32][CH3:33].[BrH:24].[C:34](=[O:35])([O-:36])[O-:37].[CH3:1][N:2]([CH3:3])[CH:4]=[O:5].[CH3:6][N:7]([CH:8]([CH2:9][CH2:10][n:11]1[n:12][c:13]([NH2:21])[c:14]2[cH:15][c:16]([Cl:20])[cH:17][cH:18][c:19]12)[CH3:22])[CH3:23].[K+:38].[K+:39].[OH2:40]>>[CH3:6][N:7]([CH:8]([CH2:9][CH2:10][n:11]1[n:12][c:13]([NH:21][CH2:26][CH2:27][CH2:28][N:29]([CH2:30][CH3:31])[CH2:32][CH3:33])[c:14]2[cH:15][c:16]([Cl:20])[cH:17][cH:18][c:19]12)[CH3:22])[CH3:23]. Starting materials: CC(=O)OC(C)=O, Cc1c2n(c3ccccc13)C(=O)C(C(O)c1ncn(C(c3ccccc3)(c3ccccc3)c3ccccc3)c1C)CC2, c1ccncc1. The product is CC(=O)OC(c1ncn(C(c2ccccc2)(c2ccccc2)c2ccccc2)c1C)C1CCc2c(C)c3ccccc3n2C1=O. Reaction SMILES: [CH3:1][C:2](=[O:3])[O:4][C:5](=[O:6])[CH3:7].[OH:8][CH:9]([CH:10]1[CH2:11][CH2:12][c:13]2[n:14]([c:15]3[cH:16][cH:17][cH:18][cH:19][c:20]3[c:21]2[CH3:22])[C:23]1=[O:24])[c:25]1[n:26][cH:27][n:28]([C:31]([c:32]2[cH:33][cH:34][cH:35][cH:36][cH:37]2)([c:38]2[cH:39][cH:40][cH:41][cH:42][cH:43]2)[c:44]2[cH:45][cH:46][cH:47][cH:48][cH:49]2)[c:29]1[CH3:30].[cH:50]1[cH:51][cH:52][n:53][cH:54][cH:55]1>>[CH3:1][C:2](=[O:3])[O:8][CH:9]([CH:10]1[CH2:11][CH2:12][c:13]2[n:14]([c:15]3[cH:16][cH:17][cH:18][cH:19][c:20]3[c:21]2[CH3:22])[C:23]1=[O:24])[c:25]1[n:26][cH:27][n:28]([C:31]([c:32]2[cH:33][cH:34][cH:35][cH:36][cH:37]2)([c:38]2[cH:39][cH:40][cH:41][cH:42][cH:43]2)[c:44]2[cH:45][cH:46][cH:47][cH:48][cH:49]2)[c:29]1[CH3:30]. The reactants are C=1C=CC2=C(C1)N=NN2O (HOBt), ClC1=CC=C2C(=C1)NC(C21C(NC(CC1C1=C(C=CC(=C1)Cl)OCC(C)C(=O)O)=O)C1=C(C=CC(=C1)F)C)=O (racemic (2′S,3S,4′R)-6-chloro-4′-[5-chloro-2-(2-hydroxycarbonyl-2-methyl-ethoxy)-phenyl]-2′-(5-fluoro-2-methyl-phenyl)spiro[3H-indole-3,3′-piperidine]-2,6′(1H)-dione), CCN=C=NCCCN(C)C.Cl (EDC.HCl), C1CCOC1 (THF), Example 1f, Cl.CNC (dimethylamine hydrochloride), CCN(C(C)C)C(C)C (DIPEA). Reaction conditions: time 8 hour. Product: ClC1=CC=C2C(=C1)NC(C21C(NC(CC1C1=C(C=CC(=C1)Cl)OC(C)(C)C(N(C)C)=O)=O)C1=C(C=CC(=C1)F)C)=O (Racemic (2′S,3S,4′R)-6-chloro-4′-[5-chloro-2-(1-dimethylcarbamoyl-1-methyl-ethoxy)-phenyl]-2′-(5-fluoro-2-methyl-phenyl)spiro[3H-indole-3,3′-piperidine]-2,6′(1H)-dione). Reaction SMILES: [Cl:1][C:2]1[CH:7]=[C:6]2[NH:8][C:9](=[O:39])[C:10]3([CH:15]([C:16]4[CH:21]=[C:20]([Cl:22])[CH:19]=[CH:18][C:17]=4[O:23]CC(C(O)=O)C)[CH2:14][C:13](=[O:30])[NH:12][CH:11]3[C:31]3[CH:36]=[C:35]([F:37])[CH:34]=[CH:33][C:32]=3[CH3:38])[C:5]2=[CH:4][CH:3]=1.Cl.[CH3:41][NH:42][CH3:43].[CH3:44]CN=C=NCCCN(C)C.Cl.C1C=CC2N(O)N=NC=2C=1.CCN(C(C)C)C(C)C.[CH2:75]1C[O:78][CH2:77][CH2:76]1>>[Cl:1][C:2]1[CH:7]=[C:6]2[NH:8][C:9](=[O:39])[C:10]3([CH:15]([C:16]4[CH:21]=[C:20]([Cl:22])[CH:19]=[CH:18][C:17]=4[O:23][C:76]([C:77](=[O:78])[N:42]([CH3:43])[CH3:41])([CH3:75])[CH3:44])[CH2:14][C:13](=[O:30])[NH:12][CH:11]3[C:31]3[CH:36]=[C:35]([F:37])[CH:34]=[CH:33][C:32]=3[CH3:38])[C:5]2=[CH:4][CH:3]=1 |f:1.2,3.4|. Procedure details: A mixture of racemic (2′S,3S,4′R)-6-chloro-4′-[5-chloro-2-(2-hydroxycarbonyl-2-methyl-ethoxy)-phenyl]-2′-(5-fluoro-2-methyl-phenyl)spiro[3H-indole-3,3′-piperidine]-2,6′(1H)-dione in Example 1f (150 mg, 0.263 mmol), dimethylamine hydrochloride (43 mg, 0.526 mmol), EDC.HCl (100 mg, 0.526 mmol), HOBt (71 mg, 0.526 mmol) and DIPEA (204 mg, 1.579 mmol) in anhydrous THF (3 mL) was stirred at room temperature overnight. Then the mixture was filtered and the filtrate was concentrated. The residue was pu... The reactants are CC(C)(C)[Si](C)(C)OCC1CC(OS(C)(=O)=O)CN1C(=O)OCc1ccccc1, CCOC(C)=O, CS(C)=O, N#C[Na], O. The product is CC(C)(C)[Si](C)(C)OCC1CC(C#N)CN1C(=O)OCc1ccccc1. RXN SMILES: [CH2:1]([c:2]1[cH:3][cH:4][cH:5][cH:6][cH:7]1)[O:8][C:9](=[O:10])[N:11]1[CH:12]([CH2:21][O:22][Si:23]([CH3:24])([CH3:25])[C:26]([CH3:27])([CH3:28])[CH3:29])[CH2:13][CH:14]([O:16][S:17]([CH3:18])(=[O:19])=[O:20])[CH2:15]1.[CH3:34][CH2:35][O:36][C:37](=[O:38])[CH3:39].[CH3:40][S:41](=[O:42])[CH3:43].[Na:30][C:31]#[N:32].[OH2:33]>>[CH2:1]([c:2]1[cH:3][cH:4][cH:5][cH:6][cH:7]1)[O:8][C:9](=[O:10])[N:11]1[CH:12]([CH2:21][O:22][Si:23]([CH3:24])([CH3:25])[C:26]([CH3:27])([CH3:28])[CH3:29])[CH2:13][CH:14]([C:31]#[N:32])[CH2:15]1. The reactants are [K].C1(C=2C(C(N1)=O)=CC=CC2)=O (phthalimide potassium salt), ClCC(=O)N(C1=CC(=CC=C1)OC)CC(=O)OC(C)(C)C (tert-butyl 2-[2-chloro-N-(3-methoxyphenyl)acetamido]acetate), tert-Butyl 2-[N-(3-methoxyphenyl)-2-phthalimidoacetamido] acetate, O (water). Run in CN(C=O)C (dimethylformamide). Conditions: temperature 100 celsius, time 5 hour. Product: COC=1C=C(C=CC1)N(C(CN1C(C=2C(C1=O)=CC=CC2)=O)=O)CC(=O)OC(C)(C)C (tert-butyl 2-[N-(3-methoxyphenyl)-2-phthalimidoacetamido]acetate). Isolated yield 78.6%. As a reaction SMILES: [K].[C:2]1(=[O:12])[NH:6][C:5](=[O:7])[C:4]2=[CH:8][CH:9]=[CH:10][CH:11]=[C:3]12.Cl[CH2:14][C:15]([N:17]([CH2:26][C:27]([O:29][C:30]([CH3:33])([CH3:32])[CH3:31])=[O:28])[C:18]1[CH:23]=[CH:22][CH:21]=[C:20]([O:24][CH3:25])[CH:19]=1)=[O:16].O>CN(C)C=O>[CH3:25][O:24][C:20]1[CH:19]=[C:18]([N:17]([CH2:26][C:27]([O:29][C:30]([CH3:33])([CH3:32])[CH3:31])=[O:28])[C:15](=[O:16])[CH2:14][N:6]2[C:2](=[O:12])[C:3]3=[CH:11][CH:10]=[CH:9][CH:8]=[C:4]3[C:5]2=[O:7])[CH:23]=[CH:22][CH:21]=1 |f:0.1,^1:0|. Reported procedure: tert-Butyl 2-[N-(3-methoxyphenyl)-2-phthalimidoacetamido] acetate may be prepared in the following manner: phthalimide potassium salt (7.5 g) is added to a solution of tert-butyl 2-[2-chloro-N-(3-methoxyphenyl)acetamido]acetate (6.3 g) in dimethylformamide (100 cc). The mixture is stirred at a temperature in the region of 100° C. for 5 hours and then poured into water (1000 cc). The insoluble product is separated by filtration, washed with water (3×60 cc) and dried in the air. After recrystallis...